This data is from the Open Reaction Database (ORD), a public repository of structured organic reaction records. The task is: describe an organic reaction: reactants, conditions, products, and yield Reactants: C1=NC(=CC=2C3=CC=CC=C3NC12)C(=O)OCC (ethyl β-carboline-3-carboxylate), [OH-].[Na+] (NaOH), C(C)O (ethanol). Run in O (H2O). Product: C1=NC(=CC=2C3=CC=CC=C3NC12)C(=O)O (β-carboline-3-carboxylic acid). The yield is 90.5%. As a reaction SMILES: [CH:1]1[C:13]2[NH:12][C:11]3[C:6](=[CH:7][CH:8]=[CH:9][CH:10]=3)[C:5]=2[CH:4]=[C:3]([C:14]([O:16]CC)=[O:15])[N:2]=1.[OH-].[Na+].C(O)C>O>[CH:1]1[C:13]2[NH:12][C:11]3[C:6](=[CH:7][CH:8]=[CH:9][CH:10]=3)[C:5]=2[CH:4]=[C:3]([C:14]([OH:16])=[O:15])[N:2]=1 |f:1.2|. Procedure details: Compound 10 (1.2 g, 5 mmol), NaOH (0.8 g, 20 mmol), ethanol (20 ml) and H2O (40 ml) were added into a 50 ml round-bottom flask. The mixture was refluxed for 2 h. Ethanol was then evaporated in reduced pressure. The mixture was adjusted to pH with 5M HCl. After cooling with cold water, filtration, wash well with water and recrystallization with ethanol, white solids (0.96 g, 90%) were obtained. and mp 307-309° C. (reference[1]: 310° C.). As a reaction SMILES: [C:24]1(=[O:28])[CH2:25][CH2:26][CH2:27]1.[C:33]([O:34][BH-:35]([O:36][C:37](=[O:38])[CH3:39])[O:40][C:41](=[O:42])[CH3:43])(=[O:44])[CH3:45].[CH2:1]([CH3:2])[O:3][C:4](=[O:5])[c:6]1[o:7][c:8]2[c:9]([c:10]1[CH3:11])[cH:12][c:13]([Cl:23])[c:14]([O:16][CH:17]1[CH2:18][CH2:19][NH:20][CH2:21][CH2:22]1)[cH:15]2.[CH3:29][C:30](=[O:31])[OH:32].[Cl:47][CH2:48][Cl:49].[Na+:46]>>[CH2:1]([CH3:2])[O:3][C:4](=[O:5])[c:6]1[o:7][c:8]2[c:9]([c:10]1[CH3:11])[cH:12][c:13]([Cl:23])[c:14]([O:16][CH:17]1[CH2:18][CH2:19][N:20]([CH:24]3[CH2:25][CH2:26][CH2:27]3)[CH2:21][CH2:22]1)[cH:15]2. Reactants: O=C1CCC1, CC(=O)O[BH-](OC(C)=O)OC(C)=O, CCOC(=O)c1oc2cc(OC3CCNCC3)c(Cl)cc2c1C, CC(=O)O, ClCCl, [Na+]. The product is CCOC(=O)c1oc2cc(OC3CCN(C4CCC4)CC3)c(Cl)cc2c1C.